describe an organic reaction: reactants, conditions, products, and yield From a dataset of the Open Reaction Database (ORD), a public repository of structured organic reaction records. The reactants are S1C(=NC2=C1C=CC=C2)C2=CC=C(C=C2)CBr (4-(benzothiazol-2-yl) bromomethylbenzene), P(OC)(OC)OC (trimethyl phosphite). Product: S1C(=NC2=C1C=CC=C2)C2=CC=C(C=C2)CP(=O)(OC)OC (1-(benzothiazol-2-yl)-4-dimethoxyphosphinylmethylbenzene). As a reaction SMILES: [S:1]1[C:5]2[CH:6]=[CH:7][CH:8]=[CH:9][C:4]=2[N:3]=[C:2]1[C:10]1[CH:15]=[CH:14][C:13]([CH2:16]Br)=[CH:12][CH:11]=1.[P:18]([O:23]C)([O:21][CH3:22])[O:19][CH3:20]>>[S:1]1[C:5]2[CH:6]=[CH:7][CH:8]=[CH:9][C:4]=2[N:3]=[C:2]1[C:10]1[CH:15]=[CH:14][C:13]([CH2:16][P:18]([O:21][CH3:22])([O:19][CH3:20])=[O:23])=[CH:12][CH:11]=1. Procedure details: 6.08 g (0.2 mol) of 4-(benzothiazol-2-yl) bromomethylbenzene was reacted with 10 ml of trimethyl phosphite in nitrogen gas at 130°-160° C. for 15 minutes. The reaction mixture was allowed to cool down to room temperature and the resulting crystals were crystallized from n-hexane to give 3.9 g (83%) of colorless flakes of 1-(benzothiazol-2-yl)-4-dimethoxyphosphinylmethylbenzene melting at 129.5°-130.5° C. Starting materials: C(C1=CC=CC=C1)OC(=O)N1CCC2(C(NC(O2)=O)=O)CC1 (2,4-dioxo-1-oxa-3,8-diaza-spiro[4.5]decane-8-carboxylic acid benzyl ester), C([O-])([O-])=O.[K+].[K+] (potassium carbonate), BrCCC (bromopropane). Run in CS(=O)C (DMSO). Run at time 12 hour. Product: C(CC)N1C(OC2(C1=O)CCNCC2)=O (3-Propyl-1-oxa-3,8-diaza-spiro[4.5]decane-2,4-dione). Yield: 124.9%. As a reaction SMILES: C(OC([N:11]1[CH2:22][CH2:21][C:14]2([O:18][C:17](=[O:19])[NH:16][C:15]2=[O:20])[CH2:13][CH2:12]1)=O)C1C=CC=CC=1.C(=O)([O-])[O-].[K+].[K+].Br[CH2:30][CH2:31][CH3:32]>CS(C)=O>[CH2:30]([N:16]1[C:15](=[O:20])[C:14]2([CH2:13][CH2:12][NH:11][CH2:22][CH2:21]2)[O:18][C:17]1=[O:19])[CH2:31][CH3:32] |f:1.2.3|. Procedure: To a solution of 2,4-dioxo-1-oxa-3,8-diaza-spiro[4.5]decane-8-carboxylic acid benzyl ester (24.4 g, 80 mmol) in DMSO (240 ml), potassium carbonate (16.5 g, 120 mmol) and bromopropane (11 ml, 120 mmol) are added to the mixture at ambient temperature. The reaction mixture is stirred at ambient temperature for 12 h, quenched with water and extracted with AcOEt:ether (1:1 (v/v)). The combined extracts are washed with brine, dried over magnesium sulfate, filtrated and concentrated. The residue is pur... The reactants are BrB(Br)Br, COc1ccccc1CCNS(C)(=O)=O, ClCCl. Yields the product CS(=O)(=O)NCCc1ccccc1O. As a reaction SMILES: [B:1]([Br:2])([Br:3])[Br:4].[CH3:5][O:6][c:7]1[c:8]([CH2:13][CH2:14][NH:15][S:16](=[O:17])(=[O:18])[CH3:19])[cH:9][cH:10][cH:11][cH:12]1.[Cl:20][CH2:21][Cl:22]>>[OH:6][c:7]1[c:8]([CH2:13][CH2:14][NH:15][S:16](=[O:17])(=[O:18])[CH3:19])[cH:9][cH:10][cH:11][cH:12]1. The reactants are FC=1C=CC2=C(C(=NCC=3N2C(=NN3)C)C3=CC=CC=C3)C1 (8-fluoro-1-methyl-6-phenyl-4H-s-triazolo[4,3-a][1,4]benzodiazepine), C=O (paraformaldehyde). The solvent is C=1(C(=CC=CC1)C)C (xylene). Product: FC=1C=CC2=C(C(=NCC=3N2C(=NN3)CCO)C3=CC=CC=C3)C1 (8-fluoro-1-(2-hydroxyethyl)-6-phenyl-4H-s-triazolo[4,3-a][1,4]benzodiazepine). RXN SMILES: [F:1][C:2]1[CH:3]=[CH:4][C:5]2[N:11]3[C:12]([CH3:15])=[N:13][N:14]=[C:10]3[CH2:9][N:8]=[C:7]([C:16]3[CH:21]=[CH:20][CH:19]=[CH:18][CH:17]=3)[C:6]=2[CH:22]=1.[CH2:23]=[O:24]>C1(C)C(C)=CC=CC=1>[F:1][C:2]1[CH:3]=[CH:4][C:5]2[N:11]3[C:12]([CH2:15][CH2:23][OH:24])=[N:13][N:14]=[C:10]3[CH2:9][N:8]=[C:7]([C:16]3[CH:21]=[CH:20][CH:19]=[CH:18][CH:17]=3)[C:6]=2[CH:22]=1. Reported procedure: In the manner given in Example 1, 8-fluoro-1-methyl-6-phenyl-4H-s-triazolo[4,3-a][1,4]benzodiazepine in xylene is heated in an oil bath with repeated additions of portions of paraformaldehyde to give 8-fluoro-1-(2-hydroxyethyl)-6-phenyl-4H-s-triazolo[4,3-a][1,4]benzodiazepine. Starting materials: O=C1CCC(=O)N1Cl, ClCCl, ClCc1cn2ccccc2n1. The product is ClCc1nc2ccccn2c1Cl. RXN SMILES: [Cl:1][N:2]1[C:3](=[O:4])[CH2:5][CH2:6][C:7]1=[O:8].[Cl:20][CH2:21][Cl:22].[Cl:9][CH2:10][c:11]1[n:12][c:13]2[n:14]([cH:15][cH:16][cH:17][cH:18]2)[cH:19]1>>[Cl:1][c:19]1[c:11]([CH2:10][Cl:9])[n:12][c:13]2[n:14]1[cH:15][cH:16][cH:17][cH:18]2. Starting materials: O=C(Cl)c1ccccc1, C1CCOC1, CNc1ccc(C(=O)O)cc1, Cl, [Na+], [OH-]. Product: CN(C(=O)c1ccccc1)c1ccc(C(=O)O)cc1. RXN SMILES: [C:12]([c:13]1[cH:14][cH:15][cH:16][cH:17][cH:18]1)(=[O:19])[Cl:20].[CH2:22]1[O:23][CH2:24][CH2:25][CH2:26]1.[CH3:1][NH:2][c:3]1[cH:4][cH:5][c:6]([C:7](=[O:8])[OH:9])[cH:10][cH:11]1.[ClH:21].[Na+:28].[OH-:27]>>[CH3:1][N:2]([c:3]1[cH:4][cH:5][c:6]([C:7](=[O:8])[OH:9])[cH:10][cH:11]1)[C:12]([c:13]1[cH:14][cH:15][cH:16][cH:17][cH:18]1)=[O:19]. Reactants: NC1=C(OCCCC(=O)OCC)C=CC=C1 (Ethyl 4-(2-aminophenoxy)butyrate), BrCCCCCCCCCCC(=O)O (11-bromoundecanoic acid), C1(CCCCC1)N=C=NC1CCCCC1 (N,N'-dicyclohexylcarbodiimide). The reagents and catalysts are CN(C1=CC=NC=C1)C (4-(dimethylamino)pyridine). Solvent: C(Cl)Cl (methylene chloride). Conditions: time 4 minute. Product: final solution, BrCCCCCCCCCCC(=O)NC1=C(OCCCC(=O)OCC)C=CC=C1 (Ethyl 4-(2-(11-Bromoundecanoylamino) phenoxy)-butyrate). Yield: 50.0%. RXN SMILES: [NH2:1][C:2]1[CH:16]=[CH:15][CH:14]=[CH:13][C:3]=1[O:4][CH2:5][CH2:6][CH2:7][C:8]([O:10][CH2:11][CH3:12])=[O:9].[Br:17][CH2:18][CH2:19][CH2:20][CH2:21][CH2:22][CH2:23][CH2:24][CH2:25][CH2:26][CH2:27][C:28](O)=[O:29].C1(N=C=NC2CCCCC2)CCCCC1>C(Cl)Cl.CN(C)C1C=CN=CC=1>[Br:17][CH2:18][CH2:19][CH2:20][CH2:21][CH2:22][CH2:23][CH2:24][CH2:25][CH2:26][CH2:27][C:28]([NH:1][C:2]1[CH:16]=[CH:15][CH:14]=[CH:13][C:3]=1[O:4][CH2:5][CH2:6][CH2:7][C:8]([O:10][CH2:11][CH3:12])=[O:9])=[O:29]. Procedure details: To a solution of (4) (2.60 g., 11 mM) and 11-bromoundecanoic acid (2.65 g., 10 mM) in anhydrous methylene chloride (90 mL) is added 4-(dimethylamino)pyridine (1.22 g., 10 mM) followed by N,N'-dicyclohexylcarbodiimide (2.3 g., 11 mM) (4×5 mL of methylenechloride rinses). Precipitation of dicyclohexylurea (DCU) begins within 4 minutes. When TLC analysis indicates the reaction is complete, the mixture is filtered, the filtrate concentrated in vacuo and the residue extracted with ether. The combined... The reactants are BrC1=C(C(=CC=C1)SC(F)(F)F)F (1-bromo-2-fluoro-3-[(trifluoromethyl)thio]benzene), ( 57 ), I(=O)(=O)(=O)[O-].[Na+] (sodium periodate), O (water), C(Cl)(Cl)(Cl)Cl (carbon tetrachloride), C(C)#N (acetonitrile), ( 60 ). Reagents/catalysts: [Ru](Cl)(Cl)Cl (ruthenium trichloride). The product is BrC1=C(C(=CC=C1)S(=O)(=O)C(F)(F)F)F (1-BROMO-2-FLUORO-3-[(TRIFLUOROMETHYL)SULFONYL]BENZENE). RXN SMILES: [Br:1][C:2]1[CH:7]=[CH:6][CH:5]=[C:4]([S:8][C:9]([F:12])([F:11])[F:10])[C:3]=1[F:13].C(Cl)(Cl)(Cl)Cl.C(#N)C.I([O-])(=O)(=O)=[O:23].[Na+].[OH2:28]>[Ru](Cl)(Cl)Cl>[Br:1][C:2]1[CH:7]=[CH:6][CH:5]=[C:4]([S:8]([C:9]([F:11])([F:12])[F:10])(=[O:23])=[O:28])[C:3]=1[F:13] |f:3.4|. Procedure: Preparation according to preparation 4: 1-bromo-2-fluoro-3-[(trifluoromethyl)thio]benzene (0.37 g), carbon tetrachloride (4 ml), acetonitrile (4 ml), water (8 ml), sodium periodate (0.86 g), ruthenium trichloride (1 mg). Yield: 0.3 g. MS m/z (rel. intensity, 70 eV) 308 (M+, 18), 306 (M+, 19), 239 (57), 173 (60), 94 (bp). Reactants: Cl.N(N)C1=C(C(=O)O)C=CC=C1 (2-hydrazinobenzoic acid hydrochloride), C(C1=CC=CC=C1)=O (benzaldehyde). Product: C(/C1=CC=CC=C1)=N\NC1=C(C(=O)O)C=CC=C1 (2-[(2E)-2-benzylidenehydrazino]benzoic acid), 2318. Reaction SMILES: Cl.[NH:2]([C:4]1[CH:12]=[CH:11][CH:10]=[CH:9][C:5]=1[C:6]([OH:8])=[O:7])[NH2:3].[CH:13](=O)[C:14]1[CH:19]=[CH:18][CH:17]=[CH:16][CH:15]=1>>[CH:13](=[N:3]/[NH:2][C:4]1[CH:12]=[CH:11][CH:10]=[CH:9][C:5]=1[C:6]([OH:8])=[O:7])\[C:14]1[CH:19]=[CH:18][CH:17]=[CH:16][CH:15]=1 |f:0.1|. Reported procedure: The title compound was prepared from 2-hydrazinobenzoic acid hydrochloride (1.89 g, 10.0 mmol) and benzaldehyde (1.06 g, 10.0 mmol) according to the procedure of Fischer, E. and co-workers described in Chem. Ber., 35, 1902, 2318 (2.4 g, quantitative yield). MS (DCI) m/z 241 (M+H)+.